Dataset: the Open Reaction Database (ORD), a public repository of structured organic reaction records. Task: describe an organic reaction: reactants, conditions, products, and yield Reactants: C(CCCCCCCCCCCCCCC)N1N=C(C=C1C)C (1-hexadecyl-3,5-dimethylpyrazole), liquid, CCl (methyl-chloride), 16. The solvent is S1(=O)(=O)CCCC1 (sulfolane). Run at temperature -40 celsius, time 60 hour. Yields the product [Cl-].C(CCCCCCCCCCCCCCC)[N+]=1N(C(=CC1C)C)C (1-hexadecyl-2,3,5-trimethyl-pyrazolium chloride). As a reaction SMILES: [CH2:1]([N:17]1[C:21]([CH3:22])=[CH:20][C:19]([CH3:23])=[N:18]1)[CH2:2][CH2:3][CH2:4][CH2:5][CH2:6][CH2:7][CH2:8][CH2:9][CH2:10][CH2:11][CH2:12][CH2:13][CH2:14][CH2:15][CH3:16].[CH3:24][Cl:25]>S1(CCCC1)(=O)=O>[Cl-:25].[CH2:1]([N+:17]1[N:18]([CH3:24])[C:19]([CH3:23])=[CH:20][C:21]=1[CH3:22])[CH2:2][CH2:3][CH2:4][CH2:5][CH2:6][CH2:7][CH2:8][CH2:9][CH2:10][CH2:11][CH2:12][CH2:13][CH2:14][CH2:15][CH3:16] |f:3.4|. Reported procedure: A mixture of 16. g (0.05 mol) of 1-hexadecyl-3,5-dimethylpyrazole and 50 ml of sulfolane is cooled down to -30° C. in a rotary autoclave and 9 g (0.18 mol) of liquid methyl-chloride cooled down to -40° C. are added. Upon sealing the autoclave, the reaction mixture is heated to 120° C. and kept at this temperature for 60 hrs. After cooling, the sulfolane is distilled off under high vacuum. 50 Ml of ether are added to the residue and the mixture shaken thoroughly. The crystalate is then filtered o... Reactants: C1OC23[C@]4(C)[C@@H](CC2(OCCO3)OC1)[C@@H]1C\C(\[C@]3(CCCC[C@]3(C)[C@H]1CC4)O)=N/O (17,17-bis(ethylendioxy)-5α-hydroxy-6-(E)-hydroxyimino-androstane), CC=1C=CC(=CC1)S(=O)(=O)O.O (pTSA H2O), C(=O)(O)[O-].[Na+] (NaHCO3). The solvent is CC(=O)C (acetone), CC(=O)C (acetone). The product is O\N=C\1/C[C@H]2[C@@H]3CCC([C@@]3(C)CC[C@@H]2[C@]2(CCC(C=C12)=O)C)=O (6-(E)-Hydroxyiminoandrost-4-ene-3,17-dione). The yield is 67.0%. RXN SMILES: C1CO[C:8]23OCCO[C:3]2([C@:4]2([CH2:27][CH2:26][C@H:25]4[C@@H:15]([CH2:16]/[C:17](=[N:29]\[OH:30])/[C@:18]5(O)[C@:23]4([CH3:24])[CH2:22][CH2:21][CH2:20][CH2:19]5)[C@@H:6]2[CH2:7]3)[CH3:5])[O:2]1.CC1C=CC(S(O)(=O)=[O:39])=CC=1.O.C([O-])(O)=O.[Na+]>CC(C)=O>[OH:30]/[N:29]=[C:17]1\[CH2:16][C@@H:15]2[C@@H:25]([C@:23]3([CH3:24])[C:18]\1=[CH:19][C:20](=[O:39])[CH2:21][CH2:22]3)[CH2:26][CH2:27][C@@:4]1([CH3:5])[C@H:6]2[CH2:7][CH2:8][C:3]1=[O:2] |f:1.2,3.4|. Procedure details: A solution of 3,3:17,17-bis(ethylendioxy)-5α-hydroxy-6-(E)-hydroxyimino-androstane (Prepn. 27) (1.05 g) and pTSA H2O (4.00 g) in acetone (100 mL) was stirred at room temperature for 5 h. The solution was neutralized by addition of 5% aqueous NaHCO3 and acetone was evaporated. The aqueous suspension was extracted with CH2Cl2 (3×). The combined organic extracts were washed with H2O, dried over Na2SO4 and evaporated to dryness. The residue was purified by flash chromatography (SiO2, n-hexane/CH2Cl2... Reactants: ClC1=C(C=O)C=CC=C1 (2-chlorobenzaldehyde), CN([C@@H](C)C1=CC=CC=C1)[C@H](C1=C(C=CC2=CC=CC=C12)O)C1=CC=CC=C1 (1-{(S)-[methyl-((S)-1-phenyl-ethyl)-amino]-phenyl-methyl}-naphthalen-2-ol), C1(=CC=CC=C1)B(O)O (PhB(OH)2), [Zn](CC)CC (ZnEt2). The solvent is C1(=CC=CC=C1)C (toluene), C1(=CC=CC=C1)C (toluene), C1(=CC=CC=C1)C (toluene), C1(=CC=CC=C1)C (toluene). Reaction conditions: temperature 60 celsius, time 10 hour. The product is ClC1=C(C=CC=C1)[C@H](O)C1=CC=CC=C1 ((R)-(2-chlorophenyl)-phenylmethanol). Yield: 91.3%. As a reaction SMILES: [C:1]1(B(O)O)[CH:6]=[CH:5][CH:4]=[CH:3][CH:2]=1.[Zn](CC)CC.CN([C@@H](C1C=CC=CC=1)C1C2C(=CC=CC=2)C=CC=1O)[C@H](C1C=CC=CC=1)C.[Cl:43][C:44]1[CH:51]=[CH:50][CH:49]=[CH:48][C:45]=1[CH:46]=[O:47]>C1(C)C=CC=CC=1>[Cl:43][C:44]1[CH:51]=[CH:50][CH:49]=[CH:48][C:45]=1[C@@H:46]([C:1]1[CH:6]=[CH:5][CH:4]=[CH:3][CH:2]=1)[OH:47]. Procedure details: PhB(OH)2 (122 mg, 1.0 mmol) and ZnEt2 (334 μL, 3.25 mmol) in toluene (1 mL) is charged to a 10 mL flask under a nitrogin atmosphere. This mixture is heated to 60° C. and stirred for 10 h with a magnetic stirrer. Then the mixture is cooled to 0° C. and 1-{(S)-[methyl-((S)-1-phenyl-ethyl)-amino]-phenyl-methyl}-naphthalen-2-ol (prepared as described by Chan et al., J. Org. Chemistry 2003, 68, 1589-1590; 14.7 mg, 0.04 mmol) in toluene (0.5 mL) and DiMPEG (100 mg, 0.05 mmol) in toluene (0.5 mL) is ad... The reactants are C(C)(C)(C)OC(=O)N1CCC(CC1)NC1=NC(=NC2=C1CCC2)Cl (4-(2-chloro-6,7-dihydro-5H-cyclopentapyrimidin-4-ylamino)-piperidine-1-carboxylic acid tert-butyl ester). Run in CO (MeOH), Cl (HCl), O1CCOCC1 (dioxane). Yields the product Cl.Cl.ClC1=NC2=C(C(=N1)NC1CCNCC1)CCC2 ((2-Chloro-6,7-dihydro-5H-cyclopentapyrimidin-4-yl)-piperidin-4-yl-amine dihydrochloride). As a reaction SMILES: C(OC([N:8]1[CH2:13][CH2:12][CH:11]([NH:14][C:15]2[C:20]3[CH2:21][CH2:22][CH2:23][C:19]=3[N:18]=[C:17]([Cl:24])[N:16]=2)[CH2:10][CH2:9]1)=O)(C)(C)C>CO.Cl.O1CCOCC1>[ClH:24].[ClH:24].[Cl:24][C:17]1[N:16]=[C:15]([NH:14][CH:11]2[CH2:10][CH2:9][NH:8][CH2:13][CH2:12]2)[C:20]2[CH2:21][CH2:22][CH2:23][C:19]=2[N:18]=1 |f:4.5.6|. Procedure details: A solution of 4-(2-chloro-6,7-dihydro-5H-cyclopentapyrimidin-4-ylamino)-piperidine-1-carboxylic acid tert-butyl ester (2.34 g, 6.63 mmol) in MeOH (10 mL) and 4 M HCl in dioxane (20 mL) was stirred at rt for 2 h. The solvent was removed under reduced pressure and the crude product used in the consecutive step without further purification assuming quantitative deprotection and formation of the dihydrochloride salt. MS (ISP): 253.1 [M+H]+.